This data is from the Open Reaction Database (ORD), a public repository of structured organic reaction records. The task is: describe an organic reaction: reactants, conditions, products, and yield Starting materials: C(CCC)[Sn](CCCC)(Cl)Cl (Dibutyl tin dichloride), alcohol, CO (methanol), O (water), [F-].[F-].[NH4+].[NH4+] (ammonium difluoride). The product is C(CCC)[Sn](CCCC)(F)F (dibutyl tin difluoride). Reaction SMILES: [CH2:1]([Sn:5](Cl)(Cl)[CH2:6][CH2:7][CH2:8][CH3:9])[CH2:2][CH2:3][CH3:4].CO.O.[F-:15].[F-:16].[NH4+].[NH4+]>>[CH2:1]([Sn:5]([F:16])([F:15])[CH2:6][CH2:7][CH2:8][CH3:9])[CH2:2][CH2:3][CH3:4] |f:3.4.5.6|. Procedure details: Advantageously, dibutyl tin chloride and an ammonium difluoride are reacted to form a dibutyl tin difluoride precipitate. Dibutyl tin dichloride (DBTCl) is solubilized in an alcohol, preferably methanol, in a first reaction vessel. In a second such vessel, ammonium difluoride (NH4F, HF) is dissolved in a solvent which is preferably water. The contents of one reaction vessel are poured into the other and, on contact of the two solutions, a dibutyl tin difluoride precipitate is formed. The mixture... The reactants are ClC1=CC2=C(NC(=N2)SC2=C(C=CC=C2)[N+](=O)[O-])C=C1 (2-(5-Chloro-1H-benzimidazol-2-yl thio)nitrobenzene). Reagents/catalysts: [Pd] (Pd/C). The solvent is C(C)O (ethanol). Conditions: time 8 hour. Yields the product ClC1=CC2=C(NC(=N2)SC2=C(C=CC=C2)N)C=C1 (2-(5-Chloro-1H-benzimidazol-2-yl thio)benzenamine). Yield: 85.0%. Reaction SMILES: [Cl:1][C:2]1[CH:20]=[CH:19][C:5]2[NH:6][C:7]([S:9][C:10]3[CH:15]=[CH:14][CH:13]=[CH:12][C:11]=3[N+:16]([O-])=O)=[N:8][C:4]=2[CH:3]=1>C(O)C.[Pd]>[Cl:1][C:2]1[CH:20]=[CH:19][C:5]2[NH:6][C:7]([S:9][C:10]3[CH:15]=[CH:14][CH:13]=[CH:12][C:11]=3[NH2:16])=[N:8][C:4]=2[CH:3]=1. Procedure details: 2-(5-Chloro-1H-benzimidazol-2-yl thio)nitrobenzene (0.3 g) was dissolved in dry ethanol (100 ml) with warming and the solution was hydrogenated in the presence of 10% Pd/C at 3 atmospheres pressure and 50° for 2.75 hours. The heating and stirring were stopped and the mixture was left standing under an H2 atmosphere overnight. The mixture was then filtered through a filter aid and evaporated under reduced pressure, and dried under vacuum at 50° to leave the sub-title compound as a pale greenish g... Reactants: CC(N)=O, C[Si](C)(C)Cl, Cc1ccc(S(=O)O)cc1, CC#N, Cc1ccccc1, COC(C)(C)C, O=Cc1ccc(F)cc1, O. The product is CC(=O)NC(c1ccc(F)cc1)S(=O)(=O)c1ccc(C)cc1. Reaction SMILES: [CH3:10][C:11]([NH2:12])=[O:13].[CH3:14][Si:15]([Cl:16])([CH3:17])[CH3:18].[CH3:19][c:20]1[cH:21][cH:22][c:23]([S:26](=[O:27])[OH:28])[cH:24][cH:25]1.[CH3:29][C:30]#[N:31].[CH3:32][c:33]1[cH:34][cH:35][cH:36][cH:37][cH:38]1.[CH3:39][O:40][C:41]([CH3:42])([CH3:43])[CH3:44].[F:1][c:2]1[cH:3][cH:4][c:5]([CH:6]=[O:7])[cH:8][cH:9]1.[OH2:45]>>[F:1][c:2]1[cH:3][cH:4][c:5]([CH:6]([NH:12][C:11]([CH3:10])=[O:13])[S:26]([c:23]2[cH:22][cH:21][c:20]([CH3:19])[cH:25][cH:24]2)(=[O:27])=[O:28])[cH:8][cH:9]1. Starting materials: COC1=C(C=C(C#N)C=C1)C1=C(C=NN1CCOC[Si](C)(C)C)[N+](=O)[O-] (4-methoxy-3-(4-nitro-1-(2-((trimethylsilyl)methoxy)ethyl)-1H-pyrazol-5-yl)benzonitrile), O (water), [Cl-].[NH4+] (ammonium chloride). Reagents/catalysts: [Fe] (iron). The solvent is ClCCl (dichloromethane), C(C)O (ethanol). Run at temperature 75 celsius, time 6 hour. Yields the product NC=1C=NN(C1C=1C=C(C#N)C=CC1OC)CCOC[Si](C)(C)C (3-(4-amino-1-(2-((trimethylsilyl)methoxy)ethyl)-1H-pyrazol-5-yl)-4-methoxybenzonitrile). Yield: 86.7%. Reaction SMILES: [CH3:1][O:2][C:3]1[CH:10]=[CH:9][C:6]([C:7]#[N:8])=[CH:5][C:4]=1[C:11]1[N:15]([CH2:16][CH2:17][O:18][CH2:19][Si:20]([CH3:23])([CH3:22])[CH3:21])[N:14]=[CH:13][C:12]=1[N+:24]([O-])=O.O.[Cl-].[NH4+]>C(O)C.ClCCl.[Fe]>[NH2:24][C:12]1[CH:13]=[N:14][N:15]([CH2:16][CH2:17][O:18][CH2:19][Si:20]([CH3:21])([CH3:23])[CH3:22])[C:11]=1[C:4]1[CH:5]=[C:6]([CH:9]=[CH:10][C:3]=1[O:2][CH3:1])[C:7]#[N:8] |f:2.3|. Reported procedure: To a solution of 4-methoxy-3-(4-nitro-1-(2-((trimethylsilyl)methoxy)ethyl)-1H-pyrazol-5-yl)benzonitrile (900 mg, 2.4 mmol) in 25 mL ethanol was added 50 mL water, ammonium chloride (636 mg, 12 mmol), and iron powder (806 mg, 14 mmol). The reaction mixture was stirred at 75° C. for 6 hours. After cooling to room temperature, the reaction was diluted with dichloromethane and filtered through a celite pad, rinsing with more dichloromethane. The filtrate was added to 150 mL saturated aqueous sodium ... As a reaction SMILES: [OH:1][C:2]1[CH:9]=[C:8]([O:10][CH2:11][CH2:12][C:13]2[N:14]=[C:15]([C:19]3[CH:24]=[CH:23][CH:22]=[CH:21][CH:20]=3)[O:16][C:17]=2[CH3:18])[CH:7]=[CH:6][C:3]=1[CH:4]=[O:5].N1C=CN=C1.[C:30]([Si:36]([CH3:39])([CH3:38])Cl)([CH:33]([CH3:35])[CH3:34])([CH3:32])[CH3:31]>CN(C)C=O.CCOC(C)=O>[CH3:38][Si:36]([CH3:39])([C:30]([CH3:32])([CH3:31])[CH:33]([CH3:35])[CH3:34])[O:1][C:2]1[CH:9]=[C:8]([O:10][CH2:11][CH2:12][C:13]2[N:14]=[C:15]([C:19]3[CH:24]=[CH:23][CH:22]=[CH:21][CH:20]=3)[O:16][C:17]=2[CH3:18])[CH:7]=[CH:6][C:3]=1[CH:4]=[O:5]. Starting materials: N1C=NC=C1 (imidazole), C(C)(C)(C(C)C)[Si](Cl)(C)C (thexyl-dimethylchlorosilane), OC1=C(C=O)C=CC(=C1)OCCC=1N=C(OC1C)C1=CC=CC=C1 (2-hydroxy-4-[2-(5-methyl-2-phenyl-oxazol-4-yl)-ethoxy]-benzaldehyde). The solvent is CCOC(=O)C (AcOEt), CN(C=O)C (N,N-dimethylformamide). The product is C[Si](OC1=C(C=O)C=CC(=C1)OCCC=1N=C(OC1C)C1=CC=CC=C1)(C(C(C)C)(C)C)C (2-[Dimethyl-(1,1,2-trimethyl-propyl)-silanyloxy]-4-[2-(5-methyl-2-phenyl-oxazol-4-yl)-ethoxy]-benzaldehyde). Procedure details: To a solution of 2-hydroxy-4-[2-(5-methyl-2-phenyl-oxazol-4-yl)-ethoxy]-benzaldehyde (540 mg, 1.67 mmol) in 8 ml N,N-dimethylformamide cooled to 0° C., were added 398 mg (5.85 mol) imidazole and 1.1 ml (5.85 mmol) thexyl-dimethylchlorosilane. The reaction mixture was stirred 50 minutes at 0° C., diluted with AcOEt, washed with water/ice, HCl (1M)/ice and brine and the aqueous layer was extracted with AcOEt. The combined organic layers were dried over Na2SO4 and evaporated. Chromatography (SiO2; ... Conditions: temperature 0 celsius, time 50 minute. Starting materials: O(C1=CC=CC=C1)C=1C=CC=C(C1O)C (6-phenoxy-o-cresol), S(=O)(=O)(OC)OC (dimethyl sulfate), [OH-].[K+] (potassium hydroxide), resultant residue. Solvent: C(C)O (ethanol). Yields the product COC1=C(C=CC=C1C)OC1=CC=CC=C1 (phenyl 2-methoxy-3-methylphenyl ether). Isolated yield 74.8%. As a reaction SMILES: [O:1]([C:8]1[CH:9]=[CH:10][CH:11]=[C:12]([CH3:15])[C:13]=1[OH:14])[C:2]1[CH:7]=[CH:6][CH:5]=[CH:4][CH:3]=1.S(OC)(O[CH3:20])(=O)=O.[OH-].[K+]>C(O)C>[CH3:20][O:14][C:13]1[C:12]([CH3:15])=[CH:11][CH:10]=[CH:9][C:8]=1[O:1][C:2]1[CH:3]=[CH:4][CH:5]=[CH:6][CH:7]=1 |f:2.3|. Reported procedure: A mixture of 6-phenoxy-o-cresol (7.5 g) and dimethyl sulfate (14 g) and aqueous solution (30 ml) of potassium hydroxide (10.5 g) were treated in a similar manner to that of Example 14-(2). The resultant residue was pulverized with ethanol to give phenyl 2-methoxy-3-methylphenyl ether (6 g). mp 52°-53° C. The reactants are CI (methyl iodide), [H-].[Na+] (Sodium hydride), N1C=CC2=CC=C(C=C12)C(=O)OCC1=CC=CC=C1 (Benzyl 1H-indole-6-carboxylate). Run in paraffin, O1CCCC1 (tetrahydrofuran). Reaction conditions: time 2 hour. Yields the product CN1C=CC2=CC=C(C=C12)C(=O)OCC1=CC=CC=C1 (Benzyl 1-methyl-1H-indole-6carboxylate). Isolated yield 89.4%. As a reaction SMILES: [H-].[Na+].[NH:3]1[C:11]2[C:6](=[CH:7][CH:8]=[C:9]([C:12]([O:14][CH2:15][C:16]3[CH:21]=[CH:20][CH:19]=[CH:18][CH:17]=3)=[O:13])[CH:10]=2)[CH:5]=[CH:4]1.[CH3:22]I>O1CCCC1>[CH3:22][N:3]1[C:11]2[C:6](=[CH:7][CH:8]=[C:9]([C:12]([O:14][CH2:15][C:16]3[CH:17]=[CH:18][CH:19]=[CH:20][CH:21]=3)=[O:13])[CH:10]=2)[CH:5]=[CH:4]1 |f:0.1|. Procedure details: Sodium hydride (1.03 g of a 60% dispersion in paraffin oil) was added portionwise to a stirred solution of benzyl 1H-indole-6-carboxylate (from (a), 5.4 g, 21.5 mmol) in tetrahydrofuran (80 ml) at 0° C. under a nitrogen atmosphere. The mixture was stirred for 2 h, then methyl iodide (2.04 ml, 32.6 mmol) was added dropwise. The solution was allowed to warm to room temperature over 12 h. The reaction was quenched by the slow addition of ice cold water and the tetrahydrofuran was removed in vacuo. ... The reactants are C[C@H]1[C@H]2[C@H](C[C@H]3[C@@H]4CC[C@H]5C[C@H](CC[C@]5(C)[C@H]4CC([C@]23C)=O)O)O[C@]12CC[C@@H](C)CO2 ((3β,5α,25R)-spirostan-3-ol-12-one), C-12 alcohols, [H-].[Al+3].[Li+].[H-].[H-].[H-] (lithium aluminum hydride). Run in CCOCC (ether). Product: C[C@H]1[C@H]2[C@H](C[C@H]3[C@@H]4CC[C@H]5C[C@H](CC[C@]5(C)[C@H]4C[C@@H]([C@]23C)O)O)O[C@]12CC[C@@H](C)CO2 ((3β,5α,12α,25R)spirostan-3,12-diol). As a reaction SMILES: [CH3:1][C@@H:2]1[C@:25]2([O:31][CH2:30][C@H:28]([CH3:29])[CH2:27][CH2:26]2)[O:24][C@H:4]2[CH2:5][C@@H:6]3[C@@:20]([CH3:21])([C@@H:3]12)[C:19](=[O:22])[CH2:18][C@H:17]1[C@H:7]3[CH2:8][CH2:9][C@@H:10]2[C@:15]1([CH3:16])[CH2:14][CH2:13][C@H:12]([OH:23])[CH2:11]2.[H-].[Al+3].[Li+].[H-].[H-].[H-]>CCOCC>[CH3:1][C@@H:2]1[C@:25]2([O:31][CH2:30][C@H:28]([CH3:29])[CH2:27][CH2:26]2)[O:24][C@H:4]2[CH2:5][C@@H:6]3[C@@:20]([CH3:21])([C@@H:3]12)[C@@H:19]([OH:22])[CH2:18][C@H:17]1[C@H:7]3[CH2:8][CH2:9][C@@H:10]2[C@:15]1([CH3:16])[CH2:14][CH2:13][C@H:12]([OH:23])[CH2:11]2 |f:1.2.3.4.5.6|. Procedure details: Using the procedure described in J. Am. Chem. Soc., 1954, 76, 4013, (3β,5α,25R)-spirostan-3-ol-12-one was reduced with lithium aluminum hydride in ether to give a mixture of C-12 alcohols from which the title compound was isolated. The reactants are C(C)(C)(C)C1=NNC=C1 (3-t-butyl-1H-pyrazole), ClN1C(CCC1=O)=O (N-chlorosuccinimide). The solvent is C(Cl)(Cl)Cl (chloroform). Reaction conditions: time 8 hour. Product: C(C)(C)(C)C1=NNC=C1Cl (3-t-butyl-4-chloro-1H-pyrazole). RXN SMILES: [C:1]([C:5]1[CH:9]=[CH:8][NH:7][N:6]=1)([CH3:4])([CH3:3])[CH3:2].[Cl:10]N1C(=O)CCC1=O>C(Cl)(Cl)Cl>[C:1]([C:5]1[C:9]([Cl:10])=[CH:8][NH:7][N:6]=1)([CH3:4])([CH3:3])[CH3:2]. Procedure details: 1.42 g of 3-t-butyl-1H-pyrazole was dissolved to 230 ml of chloroform. 1.55 g of N-chlorosuccinimide was added to the solution, followed by stirring at room temperature for overnight. The reaction mixture was concentrated under reduced pressure, and the residue was subjected to silica gel column chromatography to obtain 0.62 of 3-t-butyl-4-chloro-1H-pyrazole. The reactants are CC1(OC(=O)CC(=O)O1)C (Meldrum's acid), Cl (hydrochloric acid), C(C(=O)C(=O)OCC)(=O)OCC (diethyl mesoxalate), mixture, C(=O)O (formic acid). The solvent is C(C)N(CC)CC (triethylamine), O (water). Run at temperature 95 celsius, time 30 minute. The product is C(C)OC(=O)C(CC(=O)O)C(=O)OCC (1,1-di(ethoxycarbonyl)-2-carboxyethane). RXN SMILES: [CH3:1][C:2]1(C)[O:9]C(=O)CC(=O)[O:3]1.[C:11]([O:20][CH2:21][CH3:22])(=[O:19])[C:12]([C:14]([O:16][CH2:17][CH3:18])=[O:15])=O.C(O)=O.Cl>O.C(N(CC)CC)C>[CH2:17]([O:16][C:14]([CH:12]([C:11]([O:20][CH2:21][CH3:22])=[O:19])[CH2:1][C:2]([OH:9])=[O:3])=[O:15])[CH3:18]. Procedure: After weighing in 14.4 g (0.1 mol) of Meldrum's acid and 17.4 g (0.1 mol, 15.5 ml) of diethyl mesoxalate to 100 ml of the mixture of formic acid and triethylamine prepared as described in Example 1, the reaction mixture was heated to 95° C. during 1 hour and reacted at the same temperature for 2 hours. After cooling the reaction mixture to room temperature, adding 350 ml of water and adjusting the pH value to 2 with concentrated hydrochloric acid, the aqueous solution was extracted with 200 ml a...